Dataset: the Open Reaction Database (ORD), a public repository of structured organic reaction records. Task: describe an organic reaction: reactants, conditions, products, and yield Reactants: C(C)N(C(C)C)C(C)C (ethyldiisopropylamine), C(C1=CC=CC=C1)C1=CC(=C(C=C1)N)I (4-benzyl-2-iodobenzenamine), C(#C)C1=C(C=C(CN2CC(C2)C(=O)OC)C=C1)F (methyl 1-(4-ethynyl-3-fluorobenzyl)azetidine-3-carboxylate). The reagents and catalysts are Cl[Pd]([P](C1=CC=CC=C1)(C2=CC=CC=C2)C3=CC=CC=C3)([P](C4=CC=CC=C4)(C5=CC=CC=C5)C6=CC=CC=C6)Cl (PdCl2(PPh3)2), [Cu]I (CuI). The solvent is C1CCOC1 (THF). Run at time 3 hour. Product: C(C1=CC=CC=C1)C=1C=C2C=C(NC2=CC1)C1=C(C=C(CN2CC(C2)C(=O)OC)C=C1)F (Methyl 1-(4-(5-benzyl-1H-indol-2-yl)-3-fluorobenzyl)azetidine-3-carboxylate). As a reaction SMILES: [CH2:1]([C:8]1[CH:13]=[CH:12][C:11]([NH2:14])=[C:10](I)[CH:9]=1)[C:2]1[CH:7]=[CH:6][CH:5]=[CH:4][CH:3]=1.[C:16]([C:18]1[CH:32]=[CH:31][C:21]([CH2:22][N:23]2[CH2:26][CH:25]([C:27]([O:29][CH3:30])=[O:28])[CH2:24]2)=[CH:20][C:19]=1[F:33])#[CH:17].C(N(C(C)C)C(C)C)C>C1COCC1.Cl[Pd](Cl)([P](C1C=CC=CC=1)(C1C=CC=CC=1)C1C=CC=CC=1)[P](C1C=CC=CC=1)(C1C=CC=CC=1)C1C=CC=CC=1.[Cu]I>[CH2:1]([C:8]1[CH:9]=[C:10]2[C:11](=[CH:12][CH:13]=1)[NH:14][C:16]([C:18]1[CH:32]=[CH:31][C:21]([CH2:22][N:23]3[CH2:26][CH:25]([C:27]([O:29][CH3:30])=[O:28])[CH2:24]3)=[CH:20][C:19]=1[F:33])=[CH:17]2)[C:2]1[CH:7]=[CH:6][CH:5]=[CH:4][CH:3]=1 |^1:50,69|. Reported procedure: To a sealed flask was added 4-benzyl-2-iodobenzenamine (0.20 g, 0.65 mmol) and methyl 1-(4-ethynyl-3-fluorobenzyl)azetidine-3-carboxylate (0.32 g, 1.3 mmol) in THF (15 mL). To this solution was added PdCl2(PPh3)2 (0.045 g, 0.065 mmol), CuI (0.025 g, 0.13 mmol), and ethyldiisopropylamine (0.90 mL, 5.2 mmol). The flask was flushed with Ar, sealed and placed in a preheated oil bath at 100° C. for 3 h. The mixture was concentrated under reduced pressure to afford a dark oil which was adsorbed onto s... Reactants: BrN1C(CCC1=O)=O (N-bromosuccinimide), C(C1=CC=CC=C1)(=O)OOC(C1=CC=CC=C1)=O (benzoyl peroxide), C(C1=CC=CC=C1)N1C(=NC(=C1C(=O)OCC)C(=O)OCC)C (diethyl 1-benzyl-2-methylimidazole-4,5-dicarboxylate). The reagents and catalysts are [W] (tungsten). Run in C(Cl)(Cl)(Cl)Cl (carbon tetrachloride). Yields the product C(C1=CC=CC=C1)N1C(=NC(=C1C(=O)OCC)C(=O)OCC)CBr (Diethyl 1-benzyl-2-bromomethylimidazole-4,5-dicarboxylate). Isolated yield 74.9%. As a reaction SMILES: [Br:1]N1C(=O)CCC1=O.C(OOC(=O)C1C=CC=CC=1)(=O)C1C=CC=CC=1.[CH2:27]([N:34]1[C:38]([C:39]([O:41][CH2:42][CH3:43])=[O:40])=[C:37]([C:44]([O:46][CH2:47][CH3:48])=[O:45])[N:36]=[C:35]1[CH3:49])[C:28]1[CH:33]=[CH:32][CH:31]=[CH:30][CH:29]=1>C(Cl)(Cl)(Cl)Cl.[W]>[CH2:27]([N:34]1[C:38]([C:39]([O:41][CH2:42][CH3:43])=[O:40])=[C:37]([C:44]([O:46][CH2:47][CH3:48])=[O:45])[N:36]=[C:35]1[CH2:49][Br:1])[C:28]1[CH:29]=[CH:30][CH:31]=[CH:32][CH:33]=1. Reported procedure: 2.52 g of N-bromosuccinimide and 0.42 of benzoyl peroxide were added to a solution of 4.07 g of diethyl 1-benzyl-2-methylimidazole-4,5-dicarboxylate [prepared as described in step (i) above] in 80 ml of carbon tetrachloride, and the mixture was irradiated by a 375 W tungsten lamp for 50 minutes, whilst stirring. At the end of this time, the reaction solution was washed with a 5% w/v aqueous solution of sodium thiosulfate and with a saturated aqueous solution of sodium hydrogencarbonate, in that ... The reactants are Cc1cc2c(C(=O)O)cccc2o1, CO, Cc1cccc(-c2sc(C)nc2C(=O)N2CC3CC(C)CC3C2CN)c1, [Na+], [OH-], O. Yields the product Cc1cccc(-c2sc(C)nc2C(=O)N2CC3CC(C)CC3C2CNC(=O)c2cccc3oc(C)cc23)c1. Reaction SMILES: [CH3:27][c:28]1[o:29][c:30]2[c:31]([cH:32]1)[c:33]([C:37](=[O:38])[OH:39])[cH:34][cH:35][cH:36]2.[CH3:43][OH:44].[NH2:1][CH2:2][CH:3]1[CH:4]2[CH2:5][CH:6]([CH3:26])[CH2:7][CH:8]2[CH2:9][N:10]1[C:11](=[O:12])[c:13]1[n:14][c:15]([CH3:25])[s:16][c:17]1-[c:18]1[cH:19][c:20]([CH3:24])[cH:21][cH:22][cH:23]1.[Na+:41].[OH-:40].[OH2:42]>>[NH:1]([CH2:2][CH:3]1[CH:4]2[CH2:5][CH:6]([CH3:26])[CH2:7][CH:8]2[CH2:9][N:10]1[C:11](=[O:12])[c:13]1[n:14][c:15]([CH3:25])[s:16][c:17]1-[c:18]1[cH:19][c:20]([CH3:24])[cH:21][cH:22][cH:23]1)[C:37]([c:33]1[c:31]2[c:30]([o:29][c:28]([CH3:27])[cH:32]2)[cH:36][cH:35][cH:34]1)=[O:38]. Starting materials: CCOCCO, N#Cc1cnc2c(sc3ccc([N+](=O)[O-])cc32)c1Cl, COc1cc(N)c(C)cc1Cl, Cl, c1ccncc1. The product is COc1cc(Nc2c(C#N)cnc3c2sc2ccc([N+](=O)[O-])cc23)c(C)cc1Cl. As a reaction SMILES: [CH3:20][CH2:21][O:22][CH2:23][CH2:24][OH:25].[Cl:1][c:2]1[c:3]2[c:4]([n:5][cH:6][c:7]1[C:8]#[N:9])[c:10]1[c:11]([s:12]2)[cH:13][cH:14][c:15]([N+:17](=[O:18])[O-:19])[cH:16]1.[Cl:26][c:27]1[cH:28][c:29]([CH3:36])[c:30]([NH2:31])[cH:32][c:33]1[O:34][CH3:35].[ClH:37].[n:38]1[cH:39][cH:40][cH:41][cH:42][cH:43]1>>[c:2]1([NH:31][c:30]2[c:29]([CH3:36])[cH:28][c:27]([Cl:26])[c:33]([O:34][CH3:35])[cH:32]2)[c:3]2[c:4]([n:5][cH:6][c:7]1[C:8]#[N:9])[c:10]1[c:11]([s:12]2)[cH:13][cH:14][c:15]([N+:17](=[O:18])[O-:19])[cH:16]1. Starting materials: C(CCCCCCCCCCCCCCCCCCCCCCC)(=O)O (lignoceric acid), C(CCCCCCCCCCCCCCCCCCC)(=O)O (arachidic acid). The product is C(CCCCCCCCCCCCCCCCCCCCC)(=O)O (Behenic Acid). As a reaction SMILES: [C:1]([OH:26])(=[O:25])[CH2:2][CH2:3][CH2:4][CH2:5][CH2:6][CH2:7][CH2:8][CH2:9][CH2:10][CH2:11][CH2:12][CH2:13][CH2:14][CH2:15][CH2:16][CH2:17][CH2:18][CH2:19][CH2:20][CH2:21][CH2:22]CC.C(O)(=O)CCCCCCCCCCCCCCCCCCC>>[C:1]([OH:26])(=[O:25])[CH2:2][CH2:3][CH2:4][CH2:5][CH2:6][CH2:7][CH2:8][CH2:9][CH2:10][CH2:11][CH2:12][CH2:13][CH2:14][CH2:15][CH2:16][CH2:17][CH2:18][CH2:19][CH2:20][CH2:21][CH3:22]. Procedure details: Mixed with 120 kg of isopropyl alcohol was 100 kg of behenic acid (trade name Edenor C22-85R), manufacture by Henkel Co., dissolved at 50° C. and filtered employing a 10 μm filter. Thereafter, the temperature was lowered to 30° C. and recrystallization was performed. The cooling rate during recrystallization was controlled to be 3° C./hour. The resulting crystals were subjected to centrifugal filtration, were washed with 100 kg of isopropyl alcohol, and subsequently dried. The resulting crystals...